The task is: describe an organic reaction: reactants, conditions, products, and yield. This data is from the Open Reaction Database (ORD), a public repository of structured organic reaction records. Reactants: O=C1CCC(=O)N1Br, ClC(Cl)(Cl)Cl, CC(C)(C#N)N=NC(C)(C)C#N, Cc1cc2ccn(S(=O)(=O)c3ccccc3)c2cc1Br. Product: O=S(=O)(c1ccccc1)n1ccc2cc(CBr)c(Br)cc21. RXN SMILES: [Br:21][N:22]1[C:23](=[O:24])[CH2:25][CH2:26][C:27]1=[O:28].[C:41]([Cl:42])([Cl:43])([Cl:44])[Cl:45].[N:29]([C:30]([CH3:31])([CH3:32])[C:33]#[N:34])=[N:35][C:36]([CH3:37])([CH3:38])[C:39]#[N:40].[c:1]1([S:7](=[O:8])(=[O:9])[n:10]2[cH:11][cH:12][c:13]3[cH:14][c:15]([CH3:20])[c:16]([Br:19])[cH:17][c:18]23)[cH:2][cH:3][cH:4][cH:5][cH:6]1>>[c:1]1([S:7](=[O:8])(=[O:9])[n:10]2[cH:11][cH:12][c:13]3[cH:14][c:15]([CH2:20][Br:21])[c:16]([Br:19])[cH:17][c:18]23)[cH:2][cH:3][cH:4][cH:5][cH:6]1. The reactants are S1N=NC(=C1)C(C(=O)O)=NOC (2-(1,2,3-thiadiazol-4-yl)-2-methoxyiminoacetic acid), P(=O)(Cl)(Cl)Cl (phosphorus oxychloride), NC1[C@@H]2N(C(=CCS2)C(=O)OCC2=CC=C(C=C2)[N+](=O)[O-])C1=O (p-nitrobenzyl 7-amino-3-cephem-4-carboxylate), C[Si](C)(C)CC(=O)N (trimethylsilylacetamide), C[Si](C)(C)C(C(=O)N)[Si](C)(C)C (bis(trimethylsilyl)acetamide). The solvent is C(C)(=O)OCC (ethyl acetate), C(C)(=O)OCC (ethyl acetate), CN(C=O)C (dimethylformamide), O (Water), C(C)(=O)OCC (ethyl acetate). The product is C[N+](=CCl)C.[Cl-] (Vilsmeier reagent), S1CC=C(N2[C@H]1CC2=O)C(=O)[O-] (3-cephem-4-carboxylate). The yield is 461.2%. As a reaction SMILES: P(Cl)(Cl)([Cl:3])=O.S1C=C(C(=NOC)C(O)=O)N=N1.N[CH:19]1[C:39](=[O:40])[N:21]2[C:22]([C:26]([O:28]CC3C=CC([N+]([O-])=O)=CC=3)=[O:27])=[CH:23][CH2:24][S:25][C@H:20]12.C[Si](CC(N)=O)(C)C.C[Si](C([Si](C)(C)C)C(N)=O)(C)C>C(OCC)(=O)C.O.CN(C)C=O>[CH3:20][N+:21]([CH3:39])=[CH:22][Cl:3].[Cl-:3].[S:25]1[C@@H:20]2[CH2:19][C:39](=[O:40])[N:21]2[C:22]([C:26]([O-:28])=[O:27])=[CH:23][CH2:24]1 |f:8.9|. Procedure: A solution of Vilsmeier reagent was prepared from dry dimethylformamide (0.39 g.), dry ethyl acetate (1.2 ml.) and phosphorus oxychloride (0.84 g.) in a usual manner. To the solution was added a solution of 2-(1,2,3-thiadiazol-4-yl)-2-methoxyiminoacetic acid (syn isomer, 0.93 g.) in ethyl acetate (10 ml.) at -15° C. to prepare the activated acid solution. On the other hand, a p-nitrobenzyl 7-amino-3-cephem-4-carboxylate (1.5 g.), trimethylsilylacetamide (4.6 g.) and bis(trimethylsilyl)acetamide ... Procedure details: 58 g of thioacetic acid are placed in a flask. 350 g of a 15 percent solution of sodium ethoxide in ethanol is added drop by drop under cooling by nitrogen and ice. Afterwards 320 g of a 12.4 percent solution of 3-chloropropylamine hydrochloride in ethanol are added to the above solution. The mixture is heated under reflux for 1 hour, cooled to room temperature and filtrated. The ethanol is evaporated and the residue is dissolved in acetone to precipitate any residual sodium chloride. After filt... RXN SMILES: [C:1](O)(=[S:3])[CH3:2].[O-][CH2:6][CH3:7].[Na+].Cl.Cl[CH2:11][CH2:12][CH2:13][NH2:14].C([OH:17])C>>[C:1]([CH2:6][CH2:7][CH2:11][CH2:12][C:13]([NH2:14])=[O:17])(=[S:3])[CH3:2] |f:1.2,3.4|. Reactants: solution, Cl.ClCCCN (3-chloropropylamine hydrochloride), C(C)O (ethanol), C(C)(=S)O (thioacetic acid), solution, [O-]CC.[Na+] (sodium ethoxide), C(C)O (ethanol). Yields the product C(C)(=S)CCCCC(=O)N (Thioacetylpropyl Acetamide). The reactants are CN(C)CC1=CC2=C(CN(CC2)S(=O)(=O)CCCCCC2=CC=CC=C2)O1 (N,N-Dimethyl-[6-(5-phenylpentylsulfonyl)-4,5,6,7-tetrahydrofuro[2,3-c]pyridin-2-ylmethyl]amine), Cl (hydrogen chloride). The solvent is CO (methanol), CO (methanol). The product is Cl.CN(C)CC1=CC2=C(CN(CC2)S(=O)(=O)CCCCCC2=CC=CC=C2)O1 (N,N-dimethyl-[6-(5-phenylpentylsulfonyl)-4,5,6,7-tetrahydrofuro[2,3-c]pyridin-2-ylmethyl]amine hydrochloride). Reaction SMILES: [CH3:1][N:2]([CH2:4][C:5]1[O:27][C:8]2[CH2:9][N:10]([S:13]([CH2:16][CH2:17][CH2:18][CH2:19][CH2:20][C:21]3[CH:26]=[CH:25][CH:24]=[CH:23][CH:22]=3)(=[O:15])=[O:14])[CH2:11][CH2:12][C:7]=2[CH:6]=1)[CH3:3].[ClH:28]>CO>[ClH:28].[CH3:1][N:2]([CH2:4][C:5]1[O:27][C:8]2[CH2:9][N:10]([S:13]([CH2:16][CH2:17][CH2:18][CH2:19][CH2:20][C:21]3[CH:22]=[CH:23][CH:24]=[CH:25][CH:26]=3)(=[O:15])=[O:14])[CH2:11][CH2:12][C:7]=2[CH:6]=1)[CH3:3] |f:3.4|. Procedure: N,N-Dimethyl-[6-(5-phenylpentylsulfonyl)-4,5,6,7-tetrahydrofuro[2,3-c]pyridin-2-ylmethyl]amine 0.137 g was dissolved in 2 ml of methanol; hydrogen chloride in methanol was added in excess, followed by stirring. After this mixture was concentrated, diethyl ether was added; the resulting solid was filtered and washed with diethyl ether to yield the desired product.